Task: describe an organic reaction: reactants, conditions, products, and yield. Dataset: the Open Reaction Database (ORD), a public repository of structured organic reaction records Reactants: NC1=NC=NC=C1 (4-aminopyrimidine), [H-].[Na+] (NaH), ice water, ClC1=C(C(=O)Cl)C(=CC=C1)Cl (2,6-dichlorobenzoyl chloride). The solvent is CN(C)C=O (DMF). Conditions: temperature 0 celsius, time 20 minute. The product is ClC1=C(C(=O)NC2=NC=NC=C2)C(=CC=C1)Cl (2,6-dichloro-N-(pyrimidin-4-yl)benzamide). The yield is 9.9%. As a reaction SMILES: [NH2:1][C:2]1[CH:7]=[CH:6][N:5]=[CH:4][N:3]=1.[H-].[Na+].[Cl:10][C:11]1[CH:19]=[CH:18][CH:17]=[C:16]([Cl:20])[C:12]=1[C:13](Cl)=[O:14]>CN(C=O)C>[Cl:10][C:11]1[CH:19]=[CH:18][CH:17]=[C:16]([Cl:20])[C:12]=1[C:13]([NH:1][C:2]1[CH:7]=[CH:6][N:5]=[CH:4][N:3]=1)=[O:14] |f:1.2|. Procedure details: 4-aminopyrimidine (0.16 g, 1.72 mmol) was added to a cooled (0° C.) mixture of NaH (0.17 g, 4.25 mmol, 60% in mineral oil) in DMF (5 mL). The resulting mixture was stirred for 20 minutes under N2 at 0° C. and then 2,6-dichlorobenzoyl chloride (0.3 g, 1.43 mmol) was added dropwise. After one hour the reaction was poured into the ice-water (20 mL). The mixture was extracted with EtOAc (2×50 mL) and the combined organic extracts were concentrated under reduced pressue. The residue was purified by s... Starting materials: CC=1C(=NOC1C(F)(F)F)C1=CC=C(S1)C(=O)O (5-(4-Methyl-5-trifluoromethyl-isoxazol-3-yl)-thiophene-2-carboxylic acid), N1CCS(CC1)(=O)=O (thiomopholine 1,1-dioxide). Product: O=S1(CCN(CC1)C(=O)C=1SC(=CC1)C1=NOC(=C1C)C(F)(F)F)=O ((1,1-Dioxo-1 lambda-6-thiomorpholin-4-yl)-[5-(4-methyl-5-trifluoromethyl-isoxazol-3-yl)-thiophen-2-yl]-methanone). Yield: 80.0%. As a reaction SMILES: [CH3:1][C:2]1[C:3]([C:11]2[S:15][C:14]([C:16]([OH:18])=O)=[CH:13][CH:12]=2)=[N:4][O:5][C:6]=1[C:7]([F:10])([F:9])[F:8].[NH:19]1[CH2:24][CH2:23][S:22](=[O:26])(=[O:25])[CH2:21][CH2:20]1>>[O:25]=[S:22]1(=[O:26])[CH2:23][CH2:24][N:19]([C:16]([C:14]2[S:15][C:11]([C:3]3[C:2]([CH3:1])=[C:6]([C:7]([F:8])([F:9])[F:10])[O:5][N:4]=3)=[CH:12][CH:13]=2)=[O:18])[CH2:20][CH2:21]1. Procedure: Prepared from 5-(4-Methyl-5-trifluoromethyl-isoxazol-3-yl)-thiophene-2-carboxylic acid and thiomopholine 1,1-dioxide by the method described in Example 2 Method B. The reaction mixture was evaporated to a solid, triturated and filtered with the aid of water, then washed with a 1 N aqueous hydrochloric acid solution followed by water. The solid was air dried to afford product as a colorless solid (157 mg, 80%). 1H NMR (DMSO-d6) 2.34 (d, J=1.7, 3H), 3.27 (obs m, 4H), 4.00 (m, 4H), 7.58 (d, J=3.5, ... Reactants: C(C)(=O)O (Acetic acid), C(#N)C1=NN(C(=C1S(=O)C(F)(F)F)N=COCC)C1=C(C=C(C=C1Cl)C(F)(F)F)Cl (3-cyano-1-(2,6-dichloro-4-trifluoromethylphenyl)-5-ethoxymethylideneamino-4-trifluoromethylsulfinylpyrazole), [BH4-].[Na+] (sodium borohydride), [BH4-].[Na+] (sodium borohydride). Solvent: C(C)O (ethanol). Run at temperature 10 celsius, time 6.75 hour. The product is C(#N)C1=NN(C(=C1S(=O)(=O)C(F)(F)F)NC)C1=C(C=C(C=C1Cl)C(F)(F)F)Cl (3-cyano-1-(2,6-dichloro-4-trifluoromethylphenyl)-5-methylamino-4-trifluoromethylsulfonylpyrazole). Isolated yield 22.5%. Reaction SMILES: [C:1]([C:3]1[C:7]([S:8]([C:10]([F:13])([F:12])[F:11])=[O:9])=[C:6]([N:14]=[CH:15]OCC)[N:5]([C:19]2[C:24]([Cl:25])=[CH:23][C:22]([C:26]([F:29])([F:28])[F:27])=[CH:21][C:20]=2[Cl:30])[N:4]=1)#[N:2].[BH4-].[Na+].C(O)(=[O:35])C>C(O)C>[C:1]([C:3]1[C:7]([S:8]([C:10]([F:12])([F:13])[F:11])(=[O:35])=[O:9])=[C:6]([NH:14][CH3:15])[N:5]([C:19]2[C:24]([Cl:25])=[CH:23][C:22]([C:26]([F:29])([F:28])[F:27])=[CH:21][C:20]=2[Cl:30])[N:4]=1)#[N:2] |f:1.2|. Procedure details: A 50 L reactor was charged with 3-cyano-1-(2,6-dichloro-4-trifluoromethylphenyl)-5-ethoxymethylideneamino-4-trifluoromethylsulfinylpyrazole (1.645 g, 3.335 moles) and absolute ethanol (16 L) under nitrogen. The solution was cooled to 10° C., and sodium borohydride (266 g, 7.03 moles) was added slowly such that the temperature remained generally below 35° C. After 6.75 h, some additional sodium borohydride (25 g, 0.66 mole) was added and stirring was continued overnight. Acetic acid (1.3 L, 22.7 ... Starting materials: C(C1=CC=CC=C1)[C@H]1N(CC[C@@H](C1)N(C(C(F)(F)F)=O)CC1=CC=NC2=CC=CC=C12)C(C1=CC(=CC=C1)C#N)=O ((2R*,4S*)-2-benzyl-1-(3-cyanobenzoyl)-N-(4-quinolylmethyl)-N-trifluoroacetyl-4-piperidinamine), [BH4-].[Na+] (sodium borohydride). Yields the product C(C1=CC=CC=C1)[C@H]1N(CC[C@@H](C1)NCC1=CC=NC2=CC=CC=C12)C(C1=CC(=CC=C1)C#N)=O ((2R*,4S*)-2-benzyl-1-(3-cyanobenzoyl)-N-(4-quinolylmethyl)-4-piperidinamine). Reaction SMILES: [CH2:1]([C@@H:8]1[CH2:13][C@@H:12]([N:14]([CH2:21][C:22]2[C:31]3[C:26](=[CH:27][CH:28]=[CH:29][CH:30]=3)[N:25]=[CH:24][CH:23]=2)C(=O)C(F)(F)F)[CH2:11][CH2:10][N:9]1[C:32](=[O:41])[C:33]1[CH:38]=[CH:37][CH:36]=[C:35]([C:39]#[N:40])[CH:34]=1)[C:2]1[CH:7]=[CH:6][CH:5]=[CH:4][CH:3]=1.[BH4-].[Na+]>>[CH2:1]([C@@H:8]1[CH2:13][C@@H:12]([NH:14][CH2:21][C:22]2[C:31]3[C:26](=[CH:27][CH:28]=[CH:29][CH:30]=3)[N:25]=[CH:24][CH:23]=2)[CH2:11][CH2:10][N:9]1[C:32](=[O:41])[C:33]1[CH:38]=[CH:37][CH:36]=[C:35]([C:39]#[N:40])[CH:34]=1)[C:2]1[CH:7]=[CH:6][CH:5]=[CH:4][CH:3]=1 |f:1.2|. Procedure: 0.248 g (0.446 mmol) of (2R*,4S*)-2-benzyl-1-(3-cyanobenzoyl)-N-(4-quinolylmethyl)-N-trifluoroacetyl-4-piperidinamine is reacted with 0.068 g (1.78 mmol) of sodium borohydride in analogy to Example 2. The title compound ##STR74## is obtained (0.157 g, 62%) as white foam. TLC: methylene chloride/methanol/conc. ammonia (700:50:1) Rf =0.51, FD-MS: M+ =460. Reactants: N([C@@H](CSC(C1=CC=CC=C1)(C1=CC=CC=C1)C1=CC=CC=C1)C(=O)N[C@@H](CSC(C1=CC=CC=C1)(C1=CC=CC=C1)C1=CC=CC=C1)C(=O)N[C@@H]([C@H](OC(C)(C)C)C)C(=O)N[C@@H](COC(C)(C)C)C(=O)N[C@@H]([C@@H](C)CC)C(=O)N[C@@H](CSC(C1=CC=CC=C1)(C1=CC=CC=C1)C1=CC=CC=C1)C(=O)N[C@@H](CO)C(=O)N[C@@H](CC(C)C)C(=O)N[C@@H](CC1=CC=C(C=C1)OC(C)(C)C)C(=O)N[C@@H](CCC(N)=O)C(=O)N[C@@H](CC(C)C)C(=O)N[C@@H](CCC(OC(C)(C)C)=O)C(=O)N[C@@H](CC(N)=O)C(=O)N[C@@H](CC1=CC=C(C=C1)OC(C)(C)C)C(=O)N[C@@H](CSC(C1=CC=CC=C1)(C1=CC=CC=C1)C1=CC=CC=C1)C(=O)N[C@@H](CC(N)=O)C(=O)OC(C)(C)C)C(=O)OC(C)(C)C1=CC(OC)=CC(OC)=C1 (Ddz-Cys(Trt)-Cys(Trt)-Thr(But)-Ser(But)-Ile-Cys(Trt)-Ser-Leu-Tyr(But)-Gln-Leu-Glu(OBut)-Asn-Tyr(But)-Cys(Trt)-Asn-OBut), FC(C(=O)O)(F)F (trifluoroacetic acid), FC(C(=O)O)(F)F.C(Cl)Cl (trifluoroacetic acid methylene chloride), C1(=CC=CC=C1)OC (anisole). The solvent is C(Cl)Cl (methylene chloride), O (water), N1=CC=CC=C1 (pyridine), O (water). Run at time 4 hour. Product: N[C@@H](CSC(C1=CC=CC=C1)(C1=CC=CC=C1)C1=CC=CC=C1)C(=O)N[C@@H](CSC(C1=CC=CC=C1)(C1=CC=CC=C1)C1=CC=CC=C1)C(=O)N[C@@H]([C@H](OC(C)(C)C)C)C(=O)N[C@@H](COC(C)(C)C)C(=O)N[C@@H]([C@@H](C)CC)C(=O)N[C@@H](CSC(C1=CC=CC=C1)(C1=CC=CC=C1)C1=CC=CC=C1)C(=O)N[C@@H](CO)C(=O)N[C@@H](CC(C)C)C(=O)N[C@@H](CC1=CC=C(C=C1)OC(C)(C)C)C(=O)N[C@@H](CCC(N)=O)C(=O)N[C@@H](CC(C)C)C(=O)N[C@@H](CCC(OC(C)(C)C)=O)C(=O)N[C@@H](CC(N)=O)C(=O)N[C@@H](CC1=CC=C(C=C1)OC(C)(C)C)C(=O)N[C@@H](CSC(C1=CC=CC=C1)(C1=CC=CC=C1)C1=CC=CC=C1)C(=O)N[C@@H](CC(N)=O)C(=O)OC(C)(C)C.FC(F)(F)C(=O)O (H-Cys(Trt)-Cys(Trt)-Thr(But)-Ser(But)-Ile-Cys(Trt)-Ser-Leu-Tyr(But)-Gln-Leu-Glu(OBut)-Asn-Tyr(But)-Cys(Trt)-Asn-OBut trifluoroacetate). RXN SMILES: [NH:1](C(OC(C1C=C(OC)C=C(OC)C=1)(C)C)=O)[C@H:2]([C:24]([NH:26][C@H:27]([C:49]([NH:51][C@H:52]([C:60]([NH:62][C@H:63]([C:70]([NH:72][C@H:73]([C:78]([NH:80][C@H:81]([C:103]([NH:105][C@H:106]([C:109]([NH:111][C@H:112]([C:117]([NH:119][C@H:120]([C:133]([NH:135][C@H:136]([C:142]([NH:144][C@H:145]([C:150]([NH:152][C@H:153]([C:163]([NH:165][C@H:166]([C:171]([NH:173][C@H:174]([C:187]([NH:189][C@H:190]([C:212]([NH:214][C@H:215]([C:220]([O:222][C:223]([CH3:226])([CH3:225])[CH3:224])=[O:221])[CH2:216][C:217](=[O:219])[NH2:218])=[O:213])[CH2:191][S:192][C:193]([C:206]1[CH:211]=[CH:210][CH:209]=[CH:208][CH:207]=1)([C:200]1[CH:205]=[CH:204][CH:203]=[CH:202][CH:201]=1)[C:194]1[CH:199]=[CH:198][CH:197]=[CH:196][CH:195]=1)=[O:188])[CH2:175][C:176]1[CH:181]=[CH:180][C:179]([O:182][C:183]([CH3:186])([CH3:185])[CH3:184])=[CH:178][CH:177]=1)=[O:172])[CH2:167][C:168](=[O:170])[NH2:169])=[O:164])[CH2:154][CH2:155][C:156](=[O:162])[O:157][C:158]([CH3:161])([CH3:160])[CH3:159])=[O:151])[CH2:146][CH:147]([CH3:149])[CH3:148])=[O:143])[CH2:137][CH2:138][C:139](=[O:141])[NH2:140])=[O:134])[CH2:121][C:122]1[CH:127]=[CH:126][C:125]([O:128][C:129]([CH3:132])([CH3:131])[CH3:130])=[CH:124][CH:123]=1)=[O:118])[CH2:113][CH:114]([CH3:116])[CH3:115])=[O:110])[CH2:107][OH:108])=[O:104])[CH2:82][S:83][C:84]([C:97]1[CH:102]=[CH:101][CH:100]=[CH:99][CH:98]=1)([C:91]1[CH:96]=[CH:95][CH:94]=[CH:93][CH:92]=1)[C:85]1[CH:90]=[CH:89][CH:88]=[CH:87][CH:86]=1)=[O:79])[C@H:74]([CH2:76][CH3:77])[CH3:75])=[O:71])[CH2:64][O:65][C:66]([CH3:69])([CH3:68])[CH3:67])=[O:61])[C@@H:53]([CH3:59])[O:54][C:55]([CH3:58])([CH3:57])[CH3:56])=[O:50])[CH2:28][S:29][C:30]([C:43]1[CH:48]=[CH:47][CH:46]=[CH:45][CH:44]=1)([C:37]1[CH:42]=[CH:41][CH:40]=[CH:39][CH:38]=1)[C:31]1[CH:36]=[CH:35][CH:34]=[CH:33][CH:32]=1)=[O:25])[CH2:3][S:4][C:5]([C:18]1[CH:23]=[CH:22][CH:21]=[CH:20][CH:19]=1)([C:12]1[CH:17]=[CH:16][CH:15]=[CH:14][CH:13]=1)[C:6]1[CH:11]=[CH:10][CH:9]=[CH:8][CH:7]=1.[F:243][C:244]([F:249])([F:248])[C:245]([OH:247])=[O:246].FC(F)(F)C(O)=O.C(Cl)Cl.C1(OC)C=CC=CC=1>N1C=CC=CC=1.O.C(Cl)Cl>[NH2:1][C@H:2]([C:24]([NH:26][C@H:27]([C:49]([NH:51][C@H:52]([C:60]([NH:62][C@H:63]([C:70]([NH:72][C@H:73]([C:78]([NH:80][C@H:81]([C:103]([NH:105][C@H:106]([C:109]([NH:111][C@H:112]([C:117]([NH:119][C@H:120]([C:133]([NH:135][C@H:136]([C:142]([NH:144][C@H:145]([C:150]([NH:152][C@H:153]([C:163]([NH:165][C@H:166]([C:171]([NH:173][C@H:174]([C:187]([NH:189][C@H:190]([C:212]([NH:214][C@H:215]([C:220]([O:222][C:223]([CH3:224])([CH3:225])[CH3:226])=[O:221])[CH2:216][C:217](=[O:219])[NH2:218])=[O:213])[CH2:191][S:192][C:193]([C:200]1[CH:201]=[CH:202][CH:203]=[CH:204][CH:205]=1)([C:194]1[CH:199]=[CH:198][CH:197]=[CH:196][CH:195]=1)[C:206]1[CH:207]=[CH:208][CH:209]=[CH:210][CH:211]=1)=[O:188])[CH2:175][C:176]1[CH:181]=[CH:180][C:179]([O:182][C:183]([CH3:185])([CH3:186])[CH3:184])=[CH:178][CH:177]=1)=[O:172])[CH2:167][C:168](=[O:170])[NH2:169])=[O:164])[CH2:154][CH2:155][C:156](=[O:162])[O:157][C:158]([CH3:161])([CH3:159])[CH3:160])=[O:151])[CH2:146][CH:147]([CH3:149])[CH3:148])=[O:143])[CH2:137][CH2:138][C:139](=[O:141])[NH2:140])=[O:134])[CH2:121][C:122]1[CH:123]=[CH:124][C:125]([O:128][C:129]([CH3:132])([CH3:131])[CH3:130])=[CH:126][CH:127]=1)=[O:118])[CH2:113][CH:114]([CH3:115])[CH3:116])=[O:110])[CH2:107][OH:108])=[O:104])[CH2:82][S:83][C:84]([C:85]1[CH:86]=[CH:87][CH:88]=[CH:89][CH:90]=1)([C:91]1[CH:96]=[CH:95][CH:94]=[CH:93][CH:92]=1)[C:97]1[CH:102]=[CH:101][CH:100]=[CH:99][CH:98]=1)=[O:79])[C@H:74]([CH2:76][CH3:77])[CH3:75])=[O:71])[CH2:64][O:65][C:66]([CH3:69])([CH3:68])[CH3:67])=[O:61])[C@@H:53]([CH3:59])[O:54][C:55]([CH3:56])([CH3:57])[CH3:58])=[O:50])[CH2:28][S:29][C:30]([C:31]1[CH:32]=[CH:33][CH:34]=[CH:35][CH:36]=1)([C:43]1[CH:44]=[CH:45][CH:46]=[CH:47][CH:48]=1)[C:37]1[CH:42]=[CH:41][CH:40]=[CH:39][CH:38]=1)=[O:25])[CH2:3][S:4][C:5]([C:18]1[CH:19]=[CH:20][CH:21]=[CH:22][CH:23]=1)([C:12]1[CH:13]=[CH:14][CH:15]=[CH:16][CH:17]=1)[C:6]1[CH:11]=[CH:10][CH:9]=[CH:8][CH:7]=1.[F:243][C:244]([C:245]([OH:247])=[O:246])([F:249])[F:248] |f:2.3,8.9|. Procedure: 10.26 g (3 mmoles) of Ddz-Cys(Trt)-Cys(Trt)-Thr(But)-Ser(But)-Ile-Cys(Trt)-Ser-Leu-Tyr(But)-Gln-Leu-Glu(OBut)-Asn-Tyr(But)-Cys(Trt)-Asn-OBut are dissolved, while stirring, in a mixture of 5.25 ml (60 mmoles) of trifluoroacetic acid, 1.05 ml of water and 99 ml of methylene chloride (=about 105 ml of a 5 percent strength trifluoroacetic acid/methylene chloride solution containing 1% of water) and 10.5 ml of anisole. The mixture is stirred for 4 hours at room temperature. 10.5 ml of pyridine are th... Reactants: CCCCc1cc(C(=O)OCC)c[nH]1, [H-], [Na+], C1CCOC1, O, O=S(=O)(Cl)c1ccccc1. Yields the product CCCCc1cc(C(=O)OCC)cn1S(=O)(=O)c1ccccc1. Reaction SMILES: [CH2:1]([CH2:2][CH2:3][CH3:4])[c:5]1[cH:6][c:7]([C:10](=[O:11])[O:12][CH2:13][CH3:14])[cH:8][nH:9]1.[H-:15].[Na+:16].[O:28]1[CH2:29][CH2:30][CH2:31][CH2:32]1.[OH2:27].[c:17]1([S:23](=[O:24])(=[O:25])[Cl:26])[cH:18][cH:19][cH:20][cH:21][cH:22]1>>[CH2:1]([CH2:2][CH2:3][CH3:4])[c:5]1[cH:6][c:7]([C:10](=[O:11])[O:12][CH2:13][CH3:14])[cH:8][n:9]1[S:23]([c:17]1[cH:18][cH:19][cH:20][cH:21][cH:22]1)(=[O:24])=[O:25]. Reactants: COC1(C(CN(CC1)C1=C(C=C(C=C1)N1C(O[C@H](C1)CCC(=O)N)=O)F)F)OC ((S)-{3-[4-(4,4-dimethoxy-3-fluoropiperidin-1-yl)-3-fluorophenyl]-2-oxo-oxazolidin-5-ylmethyl}-acetamide), fused zinc chloride, CSC (dimethyl sulphide), C(C)(=O)Cl (acetyl chloride). Run at temperature 40 celsius, time 4 day. Product: O=C1C(CN(CC1)C1=C(C=C(C=C1)N1C(O[C@H](C1)CCC(=O)N)=O)F)F ((S)-{3-[4-(4-oxo-3-fluoropiperidin-1-yl)-3-fluorophenyl]-2-oxo-oxazolidin-5-ylmethyl}-acetamide). The yield is 61.0%. Reaction SMILES: C[O:2][C:3]1(OC)[CH2:8][CH2:7][N:6]([C:9]2[CH:14]=[CH:13][C:12]([N:15]3[CH2:19][C@H:18]([CH2:20][CH2:21][C:22]([NH2:24])=[O:23])[O:17][C:16]3=[O:25])=[CH:11][C:10]=2[F:26])[CH2:5][CH:4]1[F:27].CSC.C(Cl)(=O)C>>[O:2]=[C:3]1[CH2:8][CH2:7][N:6]([C:9]2[CH:14]=[CH:13][C:12]([N:15]3[CH2:19][C@H:18]([CH2:20][CH2:21][C:22]([NH2:24])=[O:23])[O:17][C:16]3=[O:25])=[CH:11][C:10]=2[F:26])[CH2:5][CH:4]1[F:27]. Reported procedure: The mixture of (S)-{3-[4-(4,4-dimethoxy-3-fluoropiperidin-1-yl)-3-fluorophenyl]-2-oxo-oxazolidin-5-ylmethyl}-acetamide (1.0 mmol), freshly fused zinc chloride (3.1 mmol), dimethyl sulphide (5.1 mmol), acetyl chloride (3.1 mmol) in tetrahydrofuaran (50 ml) was stirred at 40° C. for 4 days. The reaction mixture was extracted with ethyl acetate water mixture and the organic layer was dried over sodium sulfate. The removal of the solvent afforded a residue, which was chromatographed over silica gel ...